Dataset: the Open Reaction Database (ORD), a public repository of structured organic reaction records. Task: describe an organic reaction: reactants, conditions, products, and yield Reactants: C(C)(C)(C)OC(=O)N1[C@@H](CCC1)CN1C=C(C2=C1N=CN=C2N)C2=CC=C(C=C2)OC2=CC=CC=C2 ((S)-2-[4-amino-5-(4-phenoxy-phenyl)-pyrrolo[2,3-d]pyrimidin-7-ylmethyl]-pyrrolidine-1-carboxylic acid tert-butyl ester), C(=O)(C(F)(F)F)O (TFA). Solvent: C(Cl)Cl (DCM). Conditions: time 2 hour. Yields the product O(C1=CC=CC=C1)C1=CC=C(C=C1)C1=CN(C=2N=CN=C(C21)N)C[C@H]2NCCC2 ((S)-5-(4-phenoxy-phenyl)-7-pyrrolidin-2-ylmethyl-7H-pyrrolo[2,3-d]pyrimidin-4-ylamine). Isolated yield 100.7%. Reaction SMILES: C(OC([N:8]1[CH2:12][CH2:11][CH2:10][C@H:9]1[CH2:13][N:14]1[C:18]2[N:19]=[CH:20][N:21]=[C:22]([NH2:23])[C:17]=2[C:16]([C:24]2[CH:29]=[CH:28][C:27]([O:30][C:31]3[CH:36]=[CH:35][CH:34]=[CH:33][CH:32]=3)=[CH:26][CH:25]=2)=[CH:15]1)=O)(C)(C)C.C(O)(C(F)(F)F)=O>C(Cl)Cl>[O:30]([C:27]1[CH:26]=[CH:25][C:24]([C:16]2[C:17]3[C:22]([NH2:23])=[N:21][CH:20]=[N:19][C:18]=3[N:14]([CH2:13][C@@H:9]3[CH2:10][CH2:11][CH2:12][NH:8]3)[CH:15]=2)=[CH:29][CH:28]=1)[C:31]1[CH:36]=[CH:35][CH:34]=[CH:33][CH:32]=1. Procedure details: To a solution of (S)-2-[4-amino-5-(4-phenoxy-phenyl)-pyrrolo[2,3-d]pyrimidin-7-ylmethyl]-pyrrolidine-1-carboxylic acid tert-butyl ester (500 mg, 1.03 mmol) in 10 ml of DCM was added TFA (10 ml). The reaction mixture was stirred at RT for 2 h. The mixture was concentrated to give (S)-5-(4-phenoxy-phenyl)-7-pyrrolidin-2-ylmethyl-7H-pyrrolo[2,3-d]pyrimidin-4-ylamine (400 mg), which was subjected to the next step without any further purification. Reactants: COc1ccc(CN2C(=O)c3ccccc3C(C(=O)O)C2(C)C)cc1OC, CC1(C)C(C(=O)O)c2ccccc2C(=O)N1C1CC1, O=C(O)C(F)(F)F, CSc1ccccc1. The product is CC1(C)NC(=O)c2ccccc2C1C(=O)O. Reaction SMILES: [CH3:1][O:2][c:3]1[cH:4][c:5]([CH2:27][N:7]2[C:8](=[O:22])[c:9]3[cH:10][cH:11][cH:12][cH:13][c:14]3[CH:15]([C:19](=[O:20])[OH:21])[C:16]2([CH3:17])[CH3:18])[cH:6][cH:23][c:24]1[O:25][CH3:26].[CH:28]1([N:29]2[C:30]([CH3:31])([CH3:32])[CH:33]([C:34]([OH:35])=[O:36])[c:37]3[c:38]([cH:39][cH:40][cH:41][cH:42]3)[C:43]2=[O:44])[CH2:45][CH2:46]1.[OH:55][C:56]([C:57]([F:58])([F:59])[F:60])=[O:61].[c:47]1([S:48][CH3:49])[cH:50][cH:51][cH:52][cH:53][cH:54]1>>[NH:7]1[C:8](=[O:22])[c:9]2[cH:10][cH:11][cH:12][cH:13][c:14]2[CH:15]([C:19](=[O:20])[OH:21])[C:16]1([CH3:17])[CH3:18]. Starting materials: S(=O)(Cl)Cl (thionyl chloride), C(C)OCCOCCO (diethylene glycol monoethyl ether). Run in N1=CC=CC=C1 (pyridine). Reaction conditions: time 3 hour. The product is [Cl-].C(C)OCCOCCO (diethylene glycol monoethyl ether chloride). RXN SMILES: S(Cl)([Cl:3])=O.[CH2:5]([O:7][CH2:8][CH2:9][O:10][CH2:11][CH2:12][OH:13])[CH3:6]>N1C=CC=CC=1>[Cl-:3].[CH2:5]([O:7][CH2:8][CH2:9][O:10][CH2:11][CH2:12][OH:13])[CH3:6] |f:3.4|. Procedure details: 487 ml of thionyl chloride are added dropwise to a stirred solution of 805 g of diethylene glycol monoethyl ether in 10 ml of pyridine. After all has been added, the mixture is heated to 80°. The initially vigorous evolution of gas ceases after about 3 hours. The reaction mixture is then degassed in vacuo, affording as residue 843 g of diethylene glycol monoethyl ether chloride which is taken up in 1 l of ethanol and stirred with 750 ml of ammonia in an autoclave at 130° for 15 hours. After cool... Reactants: N1=CC=C(C=C1)C=1C(=NNC1)C1=CC=C(OCC2=NC3=CC=CC=C3C=C2)C=C1 (2-[4-(4-Pyridin4-yl-1H-pyrazol-3-yl)-phenoxymethyl]-quinoline), C(C1=CC=CC=C1)OC1=CC(=C(C=C1)C(CC1=CC=NC=C1)=O)F (1-(4-Benzyloxy-2-fluoro-phenyl)-2-pyridin-4-yl-ethanone). The product is C(C1=CC=CC=C1)OC1=CC(=C(C=C1)C1=NNC=C1C1=CC=NC=C1)F (4-[3-(4-Benzyloxy-2-fluoro-phenyl)-1H-pyrazol-4-yl]-pyridine). As a reaction SMILES: N1C=CC(C2[C:8](C3C=CC(OCC4C=CC5C(=CC=CC=5)N=4)=CC=3)=[N:9][NH:10]C=2)=CC=1.[CH2:30]([O:37][C:38]1[CH:43]=[CH:42][C:41]([C:44](=O)[CH2:45][C:46]2[CH:51]=[CH:50][N:49]=[CH:48][CH:47]=2)=[C:40]([F:53])[CH:39]=1)[C:31]1[CH:36]=[CH:35][CH:34]=[CH:33][CH:32]=1>>[CH2:30]([O:37][C:38]1[CH:43]=[CH:42][C:41]([C:44]2[C:45]([C:46]3[CH:51]=[CH:50][N:49]=[CH:48][CH:47]=3)=[CH:8][NH:9][N:10]=2)=[C:40]([F:53])[CH:39]=1)[C:31]1[CH:36]=[CH:35][CH:34]=[CH:33][CH:32]=1. Procedure details: Following the procedure for the preparation of 2-[4-(4-Pyridin4-yl-1H-pyrazol-3-yl)-phenoxymethyl]-quinoline but substituting 1-(4-Benzyloxy-2-fluoro-phenyl)-2-pyridin-4-yl-ethanone provided the title compound. MS: (M+H m/z=346.3). Starting materials: C(C1=CC=NC=C1)(=O)NC=1C=C2CCC(NC2=CC1[N+](=O)[O-])=O (6-isonicotinoylamino-7-nitro1,2,3,4-tetrahydroquinolin-2-one). Reagents/catalysts: [Pd] (palladium on charcoal). Solvent: CO (methanol). Reaction conditions: time 24 hour. Yields the product N1=CC=C(C=C1)C1=NC=2C(=CC=3CCC(NC3C2)=O)N1 (2-(4-Pyridyl)-5,6,7,8-tetrahydro-lH-imidazo[4,5-g]-quinolin-6-one). Reaction SMILES: [C:1]([NH:9][C:10]1[CH:11]=[C:12]2[C:17](=[CH:18][C:19]=1[N+:20]([O-])=O)[NH:16][C:15](=[O:23])[CH2:14][CH2:13]2)(=O)[C:2]1[CH:7]=[CH:6][N:5]=[CH:4][CH:3]=1>[Pd].CO>[N:5]1[CH:6]=[CH:7][C:2]([C:1]2[NH:9][C:10]3=[CH:11][C:12]4[CH2:13][CH2:14][C:15](=[O:23])[NH:16][C:17]=4[CH:18]=[C:19]3[N:20]=2)=[CH:3][CH:4]=1. Reported procedure: 2.4 g. (7.7 mmole) 6-isonicotinoylamino-7-nitro1,2,3,4-tetrahydroquinolin-2-one were hydrogenated in 100 ml. methanol in the presence of 0.4 g. 10% palladium on charcoal. After filtering off the catalyst and evaporating the filtrate, the residue was boiled for 24 hours with 80 ml. ethanol and 15 ml. concentrated hydrochloric acid. The evaporation residue was treated with water and ammonia, filtered off with suction and recrystallised from methanol to give 1.3 g. (62% of theory) of the title comp...